From a dataset of the Open Reaction Database (ORD), a public repository of structured organic reaction records. describe an organic reaction: reactants, conditions, products, and yield Reactants: CCCN, CN(C)C=O, CN1Cc2c(-c3noc(CCl)n3)ncn2-c2cccc(C(F)(F)F)c2C1=O. Product: CCCNCc1nc(-c2ncn3c2CN(C)C(=O)c2c-3cccc2C(F)(F)F)no1. As a reaction SMILES: [CH3:28][CH2:29][CH2:30][NH2:31].[CH3:32][N:33]([CH3:34])[CH:35]=[O:36].[Cl:1][CH2:2][c:3]1[n:4][c:5](-[c:8]2[n:9][cH:10][n:11]3[c:12]2[CH2:13][N:14]([CH3:27])[C:15](=[O:26])[c:16]2[c:17]-3[cH:18][cH:19][cH:20][c:21]2[C:22]([F:23])([F:24])[F:25])[n:6][o:7]1>>[CH2:2]([c:3]1[n:4][c:5](-[c:8]2[n:9][cH:10][n:11]3[c:12]2[CH2:13][N:14]([CH3:27])[C:15](=[O:26])[c:16]2[c:17]-3[cH:18][cH:19][cH:20][c:21]2[C:22]([F:23])([F:24])[F:25])[n:6][o:7]1)[NH:31][CH2:30][CH2:29][CH3:28]. Reactants: N1C=C(C=2C1=NC=CC2)C=2CN(CC2)C(=O)OC(C)(C)C (tert-butyl 3-(1H-pyrrolo[2,3-b]pyridin-3-yl)-2,5-dihydro-1H-pyrrole-1-carboxylate), C(C)[Zn]CC (diethylzinc), solution, ICI (diiodomethane). The solvent is C(Cl)Cl (DCM), CCCCCC (hexane). Conditions: time 8 hour. Product: N1C=C(C=2C1=NC=CC2)C21CN(CC1C2)C(=O)OC(C)(C)C (tert-butyl 1-(1H-pyrrolo[2,3-b]pyridin-3-yl)-3-azabicyclo[3.1.0]hexane-3-carboxylate). Reaction SMILES: [NH:1]1[C:5]2=[N:6][CH:7]=[CH:8][CH:9]=[C:4]2[C:3]([C:10]2[CH2:11][N:12]([C:15]([O:17][C:18]([CH3:21])([CH3:20])[CH3:19])=[O:16])[CH2:13][CH:14]=2)=[CH:2]1.[CH2:22]([Zn]CC)C.ICI>C(Cl)Cl.CCCCCC>[NH:1]1[C:5]2=[N:6][CH:7]=[CH:8][CH:9]=[C:4]2[C:3]([C:10]23[CH2:22][CH:14]2[CH2:13][N:12]([C:15]([O:17][C:18]([CH3:21])([CH3:20])[CH3:19])=[O:16])[CH2:11]3)=[CH:2]1. Procedure details: To a solution of tert-butyl 3-(1H-pyrrolo[2,3-b]pyridin-3-yl)-2,5-dihydro-1H-pyrrole-1-carboxylate (700 mg, 2.5 mmol) in DCM (20 mL), was added dropwise at 0° C. under nitrogen atmosphere diethylzinc (6.13 mL of a 1M solution in hexane, 6.1 mmol) and diiodomethane (0.79 mL, 9.8 mmol). The mixture was warmed to RT and stirred at RT overnight. The mixture was then cooled with an ice bath and quenched with a saturated aqueous solution of ammonium chloride. The mixture was extracted with DCM, dried ... The reactants are S(=O)(=O)([O-])[O-].[Bi+3].S(=O)(=O)([O-])[O-].S(=O)(=O)([O-])[O-].[Bi+3] (bismuth sulfate), aqueous solution, [Cl-].[Na+] (sodium chloride), C1(=CC=CC=C1)C(C1=CC=CC=C1)OC(=O)C1C(S([C@H]2N1C(C2(Br)Br)=O)=O)(C)C (6,6-dibromo-2,2-dimethylpenam-3-carboxylic acid 1-oxide diphenylmethyl ester), CO (methanol), S(=O)(=O)([O-])[O-].[Bi+3].S(=O)(=O)([O-])[O-].S(=O)(=O)([O-])[O-].[Bi+3] (bismuth sulfate). Reagents/catalysts: [Fe] (iron). The solvent is O (water), ClCCl (dichloromethane). Product: C1(=CC=CC=C1)C(C1=CC=CC=C1)OC(=O)C1C(S([C@H]2N1C(C2)=O)=O)(C)C (2,2-dimethylpenam-3-carboxylic acid 1-oxide diphenylmethyl ester). Isolated yield 89.9%. As a reaction SMILES: [C:1]1([CH:7]([O:14][C:15]([CH:17]2[N:21]3[C:22](=[O:26])[C:23](Br)(Br)[C@H:20]3[S:19](=[O:27])[C:18]2([CH3:29])[CH3:28])=[O:16])[C:8]2[CH:13]=[CH:12][CH:11]=[CH:10][CH:9]=2)[CH:6]=[CH:5][CH:4]=[CH:3][CH:2]=1.S([O-])([O-])(=O)=O.[Bi+3].S([O-])([O-])(=O)=O.S([O-])([O-])(=O)=O.[Bi+3].[Cl-].[Na+].CO>ClCCl.[Fe].O>[C:1]1([CH:7]([O:14][C:15]([CH:17]2[N:21]3[C:22](=[O:26])[CH2:23][C@H:20]3[S:19](=[O:27])[C:18]2([CH3:29])[CH3:28])=[O:16])[C:8]2[CH:9]=[CH:10][CH:11]=[CH:12][CH:13]=2)[CH:2]=[CH:3][CH:4]=[CH:5][CH:6]=1 |f:1.2.3.4.5,6.7|. Procedure: A 42 g quantity of Compound 1 was dissolved in 300 mL of dichloromethane. To the solution was added 0.9 g of bismuth sulfate and 57 mL of 20% aqueous solution of sodium chloride with stirring. To the mixture were added 10 g of iron powder and 17 mL of methanol with stirring at room temperature for 9 hours. Further, the mixture was stirred for 10 hours with adding 0.8 g of bismuth sulfate, and stirred at 35° C. for 2 hours. After completion of reaction, 100 mL of water was added and an orgaic lay...